From a dataset of the Open Reaction Database (ORD), a public repository of structured organic reaction records. describe an organic reaction: reactants, conditions, products, and yield As a reaction SMILES: [Br:1][c:2]1[cH:3][cH:4][c:5]2[c:6]([n:7][c:8](-[c:10]3[cH:11][cH:12][c:13]([CH3:16])[cH:14][cH:15]3)[o:9]2)[cH:17]1.[C:29](=[O:30])([O-:31])[O-:32].[CH3:18][O:19][c:20]1[cH:21][cH:22][c:23]([B:26]([OH:27])[OH:28])[cH:24][cH:25]1.[K+:33].[K+:34].[O:35]1[CH2:36][CH2:37][O:38][CH2:39][CH2:40]1.[OH2:41].[cH:42]1[cH:43][cH:44][c:45]([P:46]([Pd:47]([P:48]([c:49]2[cH:50][cH:51][cH:52][cH:53][cH:54]2)([c:55]2[cH:56][cH:57][cH:58][cH:59][cH:60]2)[c:61]2[cH:62][cH:63][cH:64][cH:65][cH:66]2)([P:67]([c:68]2[cH:69][cH:70][cH:71][cH:72][cH:73]2)([c:74]2[cH:75][cH:76][cH:77][cH:78][cH:79]2)[c:80]2[cH:81][cH:82][cH:83][cH:84][cH:85]2)[P:86]([c:87]2[cH:88][cH:89][cH:90][cH:91][cH:92]2)([c:93]2[cH:94][cH:95][cH:96][cH:97][cH:98]2)[c:99]2[cH:100][cH:101][cH:102][cH:103][cH:104]2)([c:105]2[cH:106][cH:107][cH:108][cH:109][cH:110]2)[c:111]2[cH:112][cH:113][cH:114][cH:115][cH:116]2)[cH:117][cH:118]1>>[c:2]1(-[c:23]2[cH:22][cH:21][c:20]([O:19][CH3:18])[cH:25][cH:24]2)[cH:3][cH:4][c:5]2[c:6]([n:7][c:8](-[c:10]3[cH:11][cH:12][c:13]([CH3:16])[cH:14][cH:15]3)[o:9]2)[cH:17]1. The reactants are Cc1ccc(-c2nc3cc(Br)ccc3o2)cc1, O=C([O-])[O-], COc1ccc(B(O)O)cc1, [K+], [K+], C1COCCO1, O, c1ccc(P(c2ccccc2)(c2ccccc2)[Pd](P(c2ccccc2)(c2ccccc2)c2ccccc2)(P(c2ccccc2)(c2ccccc2)c2ccccc2)P(c2ccccc2)(c2ccccc2)c2ccccc2)cc1. Yields the product COc1ccc(-c2ccc3oc(-c4ccc(C)cc4)nc3c2)cc1. Starting materials: [OH-].[Na+] (NaOH), OO (H2O2), C(C)(C)OB(OC(C)C)OC(C)C (Triisopropylborate), BrC=1C(=CC(=NC1)NC=1SC=C(N1)C)OC1=C(C=CC=C1F)F (N-(5-bromo-4-(2,6-difluorophenoxy)pyridin-2-yl)-4-methylthiazol-2-amine), C(CCC)[Li] (n-Butyllithium), [Li]C (MeLi). The solvent is CO (methanol), C1CCOC1 (THF). Reaction conditions: temperature -78 celsius, time 10 minute. Product: FC1=C(OC2=C(C=NC(=C2)NC=2SC=C(N2)C)O)C(=CC=C1)F (4-(2,6-difluorophenoxy)-6-(4-methylthiazol-2-ylamino)pyridin-3-ol). RXN SMILES: Br[C:2]1[C:3]([O:15][C:16]2[C:21]([F:22])=[CH:20][CH:19]=[CH:18][C:17]=2[F:23])=[CH:4][C:5]([NH:8][C:9]2[S:10][CH:11]=[C:12]([CH3:14])[N:13]=2)=[N:6][CH:7]=1.[Li]C.C([Li])CCC.C([O:34]B(OC(C)C)OC(C)C)(C)C.[OH-].[Na+].OO>C1COCC1.CO>[F:23][C:17]1[CH:18]=[CH:19][CH:20]=[C:21]([F:22])[C:16]=1[O:15][C:3]1[CH:4]=[C:5]([NH:8][C:9]2[S:10][CH:11]=[C:12]([CH3:14])[N:13]=2)[N:6]=[CH:7][C:2]=1[OH:34] |f:4.5|. Reported procedure: N-(5-bromo-4-(2,6-difluorophenoxy)pyridin-2-yl)-4-methylthiazol-2-amine (2.66 mmol) is dissolved in THF (30 mL) and cooled to −78° C. MeLi (2.07 mL, 3.32 mmol) is slowly added and the reaction mixture is stirred for 10 minutes. n-Butyllithium (1.33 mL, 3.32 mmol) is added and the reaction mixture is stirred for 15 minutes. Triisopropylborate (0.613 mL, 2.66 mmol) is added and the reaction mixture is stirred for 30 minutes. The reaction mixture is warmed to 0° C., and methanol (5 mL), 10% aqueous... Reactants: CSC1=NS(C2=C(N1)C=CN=C2)(=O)=O (3-methylthio-4H-pyrido[4,3-e][1,2,4]thiadiazine 1,1-dioxide). Solvent: C(C)(C)N (isopropylamine). Product: C(C)(C)NC1=NS(C2=C(N1)C=CN=C2)(=O)=O (3-ISOPROPYLAMINO-4H-PYRIDO[4,3-e][1,2,4]THIADIAZINE 1,1-DIOXIDE). Reaction SMILES: CS[C:3]1[NH:8][C:7]2[CH:9]=[CH:10][N:11]=[CH:12][C:6]=2[S:5](=[O:14])(=[O:13])[N:4]=1>C(N)(C)C>[CH:7]([NH:8][C:3]1[NH:8][C:7]2[CH:9]=[CH:10][N:11]=[CH:12][C:6]=2[S:5](=[O:14])(=[O:13])[N:4]=1)([CH3:9])[CH3:6]. Procedure details: A solution of 0.7 g of 3-methylthio-4H-pyrido[4,3-e][1,2,4]thiadiazine 1,1-dioxide obtained in Example 39 in 7 cm3 of isopropylamine is maintained in a sealed tube at 150° C. for 4 hours. After cooling, the solution is concentrated to dryness, the residue is taken up in 10 cm3 of water and the pH is adjusted to the value of 7. The precipitate obtained is collected on a filter, washed with water and recrystallized from hot water. The reactants are Clc1ccc(Cc2c(Br)[nH]c3ccccc23)cc1, CCOC(=O)CCCBr, [H-], [Na+], CN(C)C=O. The product is CCOC(=O)CCCn1c(Br)c(Cc2ccc(Cl)cc2)c2ccccc21. As a reaction SMILES: [Br:1][c:2]1[nH:3][c:4]2[cH:5][cH:6][cH:7][cH:8][c:9]2[c:10]1[CH2:11][c:12]1[cH:13][cH:14][c:15]([Cl:18])[cH:16][cH:17]1.[Br:21][CH2:22][CH2:23][CH2:24][C:25](=[O:26])[O:27][CH2:28][CH3:29].[H-:20].[Na+:19].[O:30]=[CH:31][N:32]([CH3:33])[CH3:34]>>[Br:1][c:2]1[n:3]([CH2:22][CH2:23][CH2:24][C:25](=[O:26])[O:27][CH2:28][CH3:29])[c:4]2[cH:5][cH:6][cH:7][cH:8][c:9]2[c:10]1[CH2:11][c:12]1[cH:13][cH:14][c:15]([Cl:18])[cH:16][cH:17]1.